Dataset: the Open Reaction Database (ORD), a public repository of structured organic reaction records. Task: describe an organic reaction: reactants, conditions, products, and yield The reactants are [OH-].[Na+] (NaOH), C(=O)(C(F)(F)F)O (TFA), methyl ester, intermediate 52, COC([C@@H](NC(=O)OC(C)(C)C)CC1=CC=C(C=C1)O)=O (N-(Boc)-L-Tyrosine methyl ester), C(C)C1=C(N=C(S1)C1=CC=CC=C1)CO ([5-ethyl-2-phenyl-1,3-thiazol-4-yl]methanol), C(=O)(C(F)(F)F)O (TFA), intermediate 62. The solvent is O (water). Product: N[C@H](C(=O)O)CC1=CC=C(C=C1)OCC=1N=C(SC1CC)C1=CC=CC=C1 ((2S)-2-amino-3-{4-[(5-ethyl-2-phenyl-1,3-thiazol-4-yl)methoxy]phenyl}propanoic acid), intermediate 62. Isolated yield 92.0%. Reaction SMILES: C[O:2][C:3](=[O:21])[C@H:4]([CH2:13][C:14]1[CH:19]=[CH:18][C:17]([OH:20])=[CH:16][CH:15]=1)[NH:5]C(OC(C)(C)C)=O.[CH2:22]([C:24]1[S:28][C:27]([C:29]2[CH:34]=[CH:33][CH:32]=[CH:31][CH:30]=2)=[N:26][C:25]=1[CH2:35]O)[CH3:23].C(O)(C(F)(F)F)=O.[OH-].[Na+]>O>[NH2:5][C@@H:4]([CH2:13][C:14]1[CH:15]=[CH:16][C:17]([O:20][CH2:35][C:25]2[N:26]=[C:27]([C:29]3[CH:34]=[CH:33][CH:32]=[CH:31][CH:30]=3)[S:28][C:24]=2[CH2:22][CH3:23])=[CH:18][CH:19]=1)[C:3]([OH:2])=[O:21] |f:3.4|. Reported procedure: Intermediate 62 was prepared as described above for the preparation of intermediate 52. From 3.27 g of N-(Boc)-L-Tyrosine methyl ester and 2.43 g of Intermediate 9C was prepared 5.07 g of BOC-protected intermediate methyl ester (92% yield; 1H NMR (CDCl3, 300 MHz) δ7.89-7.86 (m, 2H), 7.42-7.38 (m, 3H), 7.01 (d, 2H, J=6.3), 6.94 (d, 2H, J=6.3), 5.11 (s, 2H), 4.94 (d, 1H, J=6.0), 4.53-4.50 (m, 1H), 3.68 (s, 3H), 3.02-2.98 (m, 2H), 2.90 (q, 2H, J=5.7), 1.39 (s, 9H), 1.30 (t, 3H, J=5.7); From 5.05 g ...